From a dataset of the Open Reaction Database (ORD), a public repository of structured organic reaction records. describe an organic reaction: reactants, conditions, products, and yield Starting materials: [Br-], CCOC(C)OC(Cc1ccccc1)C1CCC(C#N)(N(C)C)CC1, [Cl-], [NH4+], C1CCOC1, O, [Mg+]c1cccs1. The product is CCOC(C)OC(Cc1ccccc1)C1CCC(c2cccs2)(N(C)C)CC1. RXN SMILES: [Br-:1].[CH3:8][N:9]([C:10]1([C:30]#[N:31])[CH2:11][CH2:12][CH:13]([CH:16]([CH2:17][c:18]2[cH:19][cH:20][cH:21][cH:22][cH:23]2)[O:24][CH:25]([CH3:26])[O:27][CH2:28][CH3:29])[CH2:14][CH2:15]1)[CH3:32].[Cl-:34].[NH4+:35].[O:36]1[CH2:37][CH2:38][CH2:39][CH2:40]1.[OH2:33].[s:2]1[c:3]([Mg+:7])[cH:4][cH:5][cH:6]1>>[s:2]1[c:3]([C:10]2([N:9]([CH3:8])[CH3:32])[CH2:11][CH2:12][CH:13]([CH:16]([CH2:17][c:18]3[cH:19][cH:20][cH:21][cH:22][cH:23]3)[O:24][CH:25]([CH3:26])[O:27][CH2:28][CH3:29])[CH2:14][CH2:15]2)[cH:4][cH:5][cH:6]1. Reactants: C(C)(C)(C)OC(N(CC1OCCC1)CC1=CC=C(C=C1)C1=CC2=NC=CC(=C2S1)Cl)=O (tert-Butyl(4-(7-chlorothieno[3,2-b]pyridin-2-yl)phenyl)methyl((tetrahydrofuran-2-yl) methyl)carbamate), FC1=C(C=CC(=C1)[N+](=O)[O-])O (2-fluoro-4-nitrophenol), C([O-])([O-])=O.[K+].[K+] (potassium carbonate). The solvent is O(C1=CC=CC=C1)C1=CC=CC=C1 (Ph2O), C(Cl)Cl (DCM). Run at temperature 180 celsius. Yields the product FC1=C(OC2=C3C(=NC=C2)C=C(S3)C3=CC=C(C=C3)CN(C(OC(C)(C)C)=O)CC3OCCC3)C=CC(=C1)[N+](=O)[O-] (tert-Butyl (4-(7-(2-fluoro-4-nitrophenoxy)thieno[3,2-b]pyridin-2-yl)phenyl)methyl((tetrahydrofuran-2-yl)methyl)carbamate). Isolated yield 19.8%. As a reaction SMILES: [C:1]([O:5][C:6](=[O:31])[N:7]([CH2:14][C:15]1[CH:20]=[CH:19][C:18]([C:21]2[S:29][C:28]3[C:23](=[N:24][CH:25]=[CH:26][C:27]=3Cl)[CH:22]=2)=[CH:17][CH:16]=1)[CH2:8][CH:9]1[CH2:13][CH2:12][CH2:11][O:10]1)([CH3:4])([CH3:3])[CH3:2].[F:32][C:33]1[CH:38]=[C:37]([N+:39]([O-:41])=[O:40])[CH:36]=[CH:35][C:34]=1[OH:42].C(=O)([O-])[O-].[K+].[K+]>O(C1C=CC=CC=1)C1C=CC=CC=1.C(Cl)Cl>[F:32][C:33]1[CH:38]=[C:37]([N+:39]([O-:41])=[O:40])[CH:36]=[CH:35][C:34]=1[O:42][C:27]1[CH:26]=[CH:25][N:24]=[C:23]2[CH:22]=[C:21]([C:18]3[CH:19]=[CH:20][C:15]([CH2:14][N:7]([CH2:8][CH:9]4[CH2:13][CH2:12][CH2:11][O:10]4)[C:6](=[O:31])[O:5][C:1]([CH3:4])([CH3:3])[CH3:2])=[CH:16][CH:17]=3)[S:29][C:28]=12 |f:2.3.4|. Procedure details: To a solution of 77 (1.0 g, 2.18 mmol) in Ph2O (10 ml) was added 2-fluoro-4-nitrophenol (856 mg, 5.45 mmol) and potassium carbonate (904 mg, 6.55 mmol). The reaction mixture was heated at 180° C. for 4 hrs, cooled to room temperature, diluted with DCM, filtered and concentrated. The residue was purified by column chromatography, eluent EtOAc:hexane 8:2, to afford title compound 78 (250 mg, 20% yield). MS (m/z): 580.3 (M+H). Starting materials: Brc1nccs1, Cc1ccccc1, [Na+], [S-]c1ccccc1. Product: c1ccc(Sc2nccs2)cc1. RXN SMILES: [Br:9][c:10]1[s:11][cH:12][cH:13][n:14]1.[CH3:15][c:16]1[cH:17][cH:18][cH:19][cH:20][cH:21]1.[Na+:8].[c:1]1([S-:7])[cH:2][cH:3][cH:4][cH:5][cH:6]1>>[c:1]1([S:7][c:10]2[s:11][cH:12][cH:13][n:14]2)[cH:2][cH:3][cH:4][cH:5][cH:6]1. Reactants: O1[C-]=NC(C1)=O (2-oxazolidone), [H-].[Na+] (sodium hydride), O1CCOCC1 (1,4-dioxane), C(C)OC(CC1=CC(=CC=C1)OC1=C(C=C(C=C1)C)CBr)=O ([3-(2-Bromomethyl-4-methyl-phenoxy)-phenyl]-acetic acid ethyl ester), O1CCOCC1 (1,4-dioxane). Reaction conditions: time 10 minute. Product: C(C)OC(CC1=CC(=CC=C1)OC1=C(C=C(C=C1)C)CN1C(OCC1)=O)=O ({3-[4-Methyl-2-(2-oxo-oxazolidin-3-ylmethyl)-phenoxy]-phenyl}-acetic acid ethyl ester). Reaction SMILES: [O:1]1[CH2:5][C:4](=O)[N:3]=[C-:2]1.[H-].[Na+].[CH2:9]([O:11][C:12](=[O:30])[CH2:13][C:14]1[CH:19]=[CH:18][CH:17]=[C:16]([O:20][C:21]2[CH:26]=[CH:25][C:24]([CH3:27])=[CH:23][C:22]=2[CH2:28]Br)[CH:15]=1)[CH3:10].[O:31]1CCOCC1>>[CH2:9]([O:11][C:12](=[O:30])[CH2:13][C:14]1[CH:19]=[CH:18][CH:17]=[C:16]([O:20][C:21]2[CH:26]=[CH:25][C:24]([CH3:27])=[CH:23][C:22]=2[CH2:28][N:3]2[CH2:4][CH2:5][O:1][C:2]2=[O:31])[CH:15]=1)[CH3:10] |f:1.2|. Procedure details: To 2-oxazolidone (0.06 g, 0.70 mmol) in 1,4-dioxane (10 mL) was added sodium hydride (60% in mineral oil; 0.03 g, 0.65 mmol), and the mixture was stirred for 10 minutes. [3-(2-Bromomethyl-4-methyl-phenoxy)-phenyl]-acetic acid ethyl ester (0.17 g, 0.43 mmol) was added in 1,4-dioxane, and the reaction was stirred for 1 hour at room temperature. After work-up, the crude material was purified by preparative HPLC to give the desired product (0.10 g). As a reaction SMILES: [CH2:42]([Cl:43])[CH2:44][Cl:45].[CH3:35][N:36]1[CH2:37][CH2:38][O:39][CH2:40][CH2:41]1.[Cl:1][c:2]1[c:3]([C:11]#[N:12])[c:4]([C:8](=[O:9])[OH:10])[nH:5][c:6]1[CH3:7].[Cl:48][CH2:49][Cl:50].[ClH:46].[ClH:47].[NH2:13][CH:14]1[CH:15]([CH3:24])[CH2:16][N:17]([C:20](=[O:21])[O:22][CH3:23])[CH2:18][CH2:19]1.[OH:25][n:26]1[c:27]2[c:28]([cH:29][cH:30][cH:31][cH:32]2)[n:33][n:34]1>>[Cl:1][c:2]1[c:3]([C:11]#[N:12])[c:4]([C:8](=[O:10])[NH:13][CH:14]2[CH:15]([CH3:24])[CH2:16][N:17]([C:20](=[O:21])[O:22][CH3:23])[CH2:18][CH2:19]2)[nH:5][c:6]1[CH3:7]. Starting materials: ClCCCl, CN1CCOCC1, Cc1[nH]c(C(=O)O)c(C#N)c1Cl, ClCCl, Cl, Cl, COC(=O)N1CCC(N)C(C)C1, On1nnc2ccccc21. The product is COC(=O)N1CCC(NC(=O)c2[nH]c(C)c(Cl)c2C#N)C(C)C1. Reactants: C1(CCCCC1)P(OC)C1CCCCC1 (methyl dicyclohexylphosphinite), ClC1=NC(=NC(=C1)Cl)SC (4,6-dichloro-2-methylthiopyrimidine). The solvent is ClC1=C(C=CC=C1)Cl (o-dichlorobenzene). Product: C1(CCCCC1)P(=O)(C1=NC(=NC(=C1)P(=O)(C1CCCCC1)C1CCCCC1)SC)C1CCCCC1 (4,6-bis(dicyclohexylphosphinyl)-2-methylthiopyrimidine). Yield: 5.3%. As a reaction SMILES: [CH:1]1([P:7]([CH:10]2[CH2:15][CH2:14][CH2:13][CH2:12][CH2:11]2)[O:8]C)[CH2:6][CH2:5][CH2:4][CH2:3][CH2:2]1.Cl[C:17]1[CH:22]=[C:21](Cl)[N:20]=[C:19]([S:24][CH3:25])[N:18]=1>ClC1C=CC=CC=1Cl>[CH:1]1([P:7]([CH:10]2[CH2:15][CH2:14][CH2:13][CH2:12][CH2:11]2)([C:17]2[CH:22]=[C:21]([P:7]([CH:10]3[CH2:11][CH2:12][CH2:13][CH2:14][CH2:15]3)([CH:1]3[CH2:6][CH2:5][CH2:4][CH2:3][CH2:2]3)=[O:8])[N:20]=[C:19]([S:24][CH3:25])[N:18]=2)=[O:8])[CH2:6][CH2:5][CH2:4][CH2:3][CH2:2]1. Procedure: A mixture of 2.50 g of methyl dicyclohexylphosphinite and 1.00 g of 4,6-dichloro-2-methylthiopyrimidine in 20 ml of o-dichlorobenzene was refluxed under nitrogen for 6.5 hours. Volatiles were removed from the mixture under vacuum, and the resulting oily residue was recrystallized twice from cyclohexane with decolorizing charcoal treatment and dried at 100° C./0.1 mm (13 Pa) to give 0.15 g of 4,6-bis(dicyclohexylphosphinyl)-2-methylthiopyrimidine (shown by formula in Claim 11) as white crystals, ... The reactants are SC=1NC2=C(N1)C=C(C(=C2)C)C (2-mercapto-5,6-dimethyl-benzimidazole), C(C)OC(C)=O (ethylacetate), C(C=C)Br (allylbromide), [OH-].[Na+] (sodium hydroxide). Solvent: CCCCCC (hexane). The product is C(C=C)SC=1NC2=C(N1)C=C(C(=C2)C)C (2-Allylthio-5,6-dimethylbenzimidazole). The yield is 93.0%. RXN SMILES: [SH:1][C:2]1[NH:3][C:4]2[CH:10]=[C:9]([CH3:11])[C:8]([CH3:12])=[CH:7][C:5]=2[N:6]=1.[CH2:13](Br)[CH:14]=[CH2:15].[OH-].[Na+].C(OC(=O)C)C>CCCCCC>[CH2:15]([S:1][C:2]1[NH:6][C:5]2[CH:7]=[C:8]([CH3:12])[C:9]([CH3:11])=[CH:10][C:4]=2[N:3]=1)[CH:14]=[CH2:13] |f:2.3|. Procedure details: 2-Allylthio-5,6-dimethylbenzimidazole (III) was prepared as described above for I from 2,67 g (0,015 mol) 2-mercapto-5,6-dimethyl-benzimidazole, 2,1 g (0,017 mol) allylbromide in the presence 0,7 g (0,017 mol) sodium hydroxide, yield 2,5 g (76%), m.p. 119-120° C. (from mixture ethylacetate with hexane). 1H NMR (CDCl3), δ: 2,33 (6H, s, 2CH3); 3,89 (2H, d, CH2S); 5,10 (HB, d, CHC═CHAHB); 5,25 (HA,d, CHC═CHACHB); 7,30 (2H, broad s, ArH); 10,11 (1H, broad s, NH). Reactants: O=C1N(C(C2=CC=CC=C12)=O)CC(=O)Cl ((1,3-dioxo-1,3-dihydro-2H-isoindol-2-yl)acetyl chloride), C(C)(N)=NO (acetamidoxime). Run in N1=CC=CC=C1 (pyridine). Product: CC1=NOC(=N1)N1C(C2=CC=CC=C2C1=O)=O (2-(3-methyl[1,2,4]oxadiazol-5-yl)isoindol-1,3-dione). Yield: 26.6%. RXN SMILES: [O:1]=[C:2]1[C:10]2[C:5](=[CH:6][CH:7]=[CH:8][CH:9]=2)[C:4](=[O:11])[N:3]1[CH2:12]C(Cl)=O.[C:16](=[N:19][OH:20])([NH2:18])[CH3:17]>N1C=CC=CC=1>[CH3:17][C:16]1[N:18]=[C:12]([N:3]2[C:4](=[O:11])[C:5]3[C:10](=[CH:9][CH:8]=[CH:7][CH:6]=3)[C:2]2=[O:1])[O:20][N:19]=1. Reported procedure: To 4.4 g of (1,3-dioxo-1,3-dihydro-2H-isoindol-2-yl)acetyl chloride in 20 ml of pyridine are added 1.48 g of acetamidoxime, and the mixture is refluxed for 1 hour. The reaction medium is concentrated and taken up in ethyl acetate and water. The organic phase is dried over anhydrous sodium sulfate and concentrated. The residue is chromatographed on a column of silica gel, eluting with a 7/3 (v/v) toluene/ethyl acetate mixture to give 1.2 g of expected product. Reactants: N1N=C(C2=CC=CC=C12)O (1H-Indazol-3-ol), CN1C=2C(C(=O)OC1=O)=CC(=CC2)Cl (N-methyl-5-chloroisatoic anhydride). Product: CNC1=C(C(=O)N2N=C(C3=CC=CC=C23)O)C=C(C=C1)Cl (1-(2-Methylamino-5-chlorobenzoyl)-1H-indazol-3-ol). Yield: 33.5%. As a reaction SMILES: [NH:1]1[C:9]2[C:4](=[CH:5][CH:6]=[CH:7][CH:8]=2)[C:3]([OH:10])=[N:2]1.[CH3:11][N:12]1C(=O)O[C:15](=[O:16])[C:14]2=[CH:20][C:21]([Cl:24])=[CH:22][CH:23]=[C:13]12>>[CH3:11][NH:12][C:13]1[CH:23]=[CH:22][C:21]([Cl:24])=[CH:20][C:14]=1[C:15]([N:1]1[C:9]2[C:4](=[CH:5][CH:6]=[CH:7][CH:8]=2)[C:3]([OH:10])=[N:2]1)=[O:16]. Procedure details: 1H-Indazol-3-ol was reacted with N-methyl-5-chloroisatoic anhydride according to the general procedure A above and afforded the desired amine as a yellow solid in 33.5% yield; m.p. 210°-213° C. Reactants: FC(C=1C=C(C2=C(N(N=N2)COCC[Si](C)(C)C)C1)C=O)(F)F (6-(trifluoromethyl)-1-((2-(trimethylsilyl)ethoxy)methyl)-1H-benzo[d][1,2,3]triazole-4-carbaldehyde), [BH4-].[Na+] (sodium borohydride). Solvent: C(C)O (ethanol). Run at time 15 minute. Yields the product FC(C=1C=C(C2=C(N(N=N2)COCC[Si](C)(C)C)C1)CO)(F)F ((6-(Trifluoromethyl)-1-((2-(trimethylsilyl)ethoxy)methyl)-1H-benzo[d][1,2,3]triazol-4-yl)methanol). Reaction SMILES: [F:1][C:2]([F:23])([F:22])[C:3]1[CH:4]=[C:5]([CH:20]=[O:21])[C:6]2[N:10]=[N:9][N:8]([CH2:11][O:12][CH2:13][CH2:14][Si:15]([CH3:18])([CH3:17])[CH3:16])[C:7]=2[CH:19]=1.[BH4-].[Na+]>C(O)C>[F:23][C:2]([F:1])([F:22])[C:3]1[CH:4]=[C:5]([CH2:20][OH:21])[C:6]2[N:10]=[N:9][N:8]([CH2:11][O:12][CH2:13][CH2:14][Si:15]([CH3:17])([CH3:18])[CH3:16])[C:7]=2[CH:19]=1 |f:1.2|. Procedure: To a solution of 6-(trifluoromethyl)-1-((2-(trimethylsilyl)ethoxy)methyl)-1H-benzo[d][1,2,3]triazole-4-carbaldehyde (165 mg, 0.478 mmol) in ethanol (5 mL) at 0° C. was added sodium borohydride (18.1 mg, 0.48 mmol). The ice bath was removed. After 15 min, the reaction was recooled to 0° C., quenched by the cautious addition of saturated ammonium chloride, and poured into ether. The ethereal was washed with water (2×), then brine, dried over magnesium sulfate, and concentrated to give 165 mg (99%)...